This data is from the Open Reaction Database (ORD), a public repository of structured organic reaction records. The task is: describe an organic reaction: reactants, conditions, products, and yield Reactants: CC(=O)O, Nc1nc(COc2ccccc2)nc2nccnc12, [Na+], [OH-]. Yields the product O=c1[nH]c(COc2ccccc2)nc2nccnc12. As a reaction SMILES: [CH3:22][C:23](=[O:24])[OH:25].[NH2:1][c:2]1[n:3][c:4]([CH2:12][O:13][c:14]2[cH:15][cH:16][cH:17][cH:18][cH:19]2)[n:5][c:6]2[n:7][cH:8][cH:9][n:10][c:11]12.[Na+:21].[OH-:20]>>[c:2]1(=[O:20])[nH:3][c:4]([CH2:12][O:13][c:14]2[cH:15][cH:16][cH:17][cH:18][cH:19]2)[n:5][c:6]2[n:7][cH:8][cH:9][n:10][c:11]12. Reactants: FC([C@H](N)C1=CC(=CC=C1)C(C)C)(F)F ((R)-2,2,2-trifluoro-1-(3-isopropylphenyl)ethanamine), C(C)(C)(C)OC(=O)C1=C(C=CC=C1)C1=CC=C(C=C1)CN1C(=C(C2=CC(=CC=C12)C(=O)O)C)C (1-((2′-(tert-butoxycarbonyl)-[1,1′-biphenyl]-4-yl)methyl)-2,3-dimethyl-1H-indole-5-carboxylic acid). The product is CC=1N(C2=CC=C(C=C2C1C)C(N[C@@H](C(F)(F)F)C1=CC(=CC=C1)C(C)C)=O)CC1=CC=C(C=C1)C=1C(=CC=CC1)C(=O)O ((R)-4′-((2,3-dimethyl-5-((2,2,2-trifluoro-1-(3-isopropylphenyl)ethyl)carbamoyl)-1H-indol-1-yl)methyl)-[1,1′-biphenyl]-2-carboxylic acid). RXN SMILES: [F:1][C:2]([F:15])([F:14])[C@@H:3]([C:5]1[CH:10]=[CH:9][CH:8]=[C:7]([CH:11]([CH3:13])[CH3:12])[CH:6]=1)[NH2:4].C([O:20][C:21]([C:23]1[CH:28]=[CH:27][CH:26]=[CH:25][C:24]=1[C:29]1[CH:34]=[CH:33][C:32]([CH2:35][N:36]2[C:44]3[C:39](=[CH:40][C:41]([C:45](O)=[O:46])=[CH:42][CH:43]=3)[C:38]([CH3:48])=[C:37]2[CH3:49])=[CH:31][CH:30]=1)=[O:22])(C)(C)C>>[CH3:49][C:37]1[N:36]([CH2:35][C:32]2[CH:33]=[CH:34][C:29]([C:24]3[C:23]([C:21]([OH:22])=[O:20])=[CH:28][CH:27]=[CH:26][CH:25]=3)=[CH:30][CH:31]=2)[C:44]2[C:39]([C:38]=1[CH3:48])=[CH:40][C:41]([C:45](=[O:46])[NH:4][C@H:3]([C:5]1[CH:10]=[CH:9][CH:8]=[C:7]([CH:11]([CH3:13])[CH3:12])[CH:6]=1)[C:2]([F:14])([F:15])[F:1])=[CH:42][CH:43]=2. Procedure: The title compound was prepared following the same general protocol as described in Step 8-9, Example 1, using (R)-2,2,2-trifluoro-1-(3-isopropylphenyl)ethanamine and 1-((2′-(tert-butoxycarbonyl)-[1,1′-biphenyl]-4-yl)methyl)-2,3-dimethyl-1H-indole-5-carboxylic acid. ESI-MS (m/z): 599 [M+H]+. The reactants are C1(=CC=CC=C1)P(C1=CC=CC=C1)C1=CC=CC=C1 (Triphenylphosphine), CC=1SC(=CC1CCl)C (2,5-dimethyl-3-chloromethylthiophene). Solvent: C1(=CC=CC=C1)C (toluene). Product: [Cl-].CC1=C(C=C(S1)C)C[P+](C1=CC=CC=C1)(C1=CC=CC=C1)C1=CC=CC=C1 ((2,5-dimethyl-3-thenyl)triphenylphosphonium chloride). Reaction SMILES: [C:1]1([P:7]([C:14]2[CH:19]=[CH:18][CH:17]=[CH:16][CH:15]=2)[C:8]2[CH:13]=[CH:12][CH:11]=[CH:10][CH:9]=2)[CH:6]=[CH:5][CH:4]=[CH:3][CH:2]=1.[CH3:20][C:21]1[S:22][C:23]([CH3:28])=[CH:24][C:25]=1[CH2:26][Cl:27]>C1(C)C=CC=CC=1>[Cl-:27].[CH3:20][C:21]1[S:22][C:23]([CH3:28])=[CH:24][C:25]=1[CH2:26][P+:7]([C:1]1[CH:2]=[CH:3][CH:4]=[CH:5][CH:6]=1)([C:8]1[CH:13]=[CH:12][CH:11]=[CH:10][CH:9]=1)[C:14]1[CH:15]=[CH:16][CH:17]=[CH:18][CH:19]=1 |f:3.4|. Procedure: Triphenylphosphine (11.8 g.) and 7.0 g. of 2,5-dimethyl-3-chloromethylthiophene were dissolved in 100 ml. of toluene. The mixture was refluxed overnight under argon, cooled to room temperature and the precipitated white phosphonium salt was collected by filtration, washed several times with cold benzene and dried at 80° C. under high vacuum. The resulting (2,5-dimethyl-3-thenyl)-triphenylphosphonium chloride has a m.p. 246°-250° C. The reactants are Compound 42, BrC(C)CC (2-bromobutane), C(C1=CC=CC=C1)ONC(=O)NC1=CC=CC=C1 (1-benzyloxy-3-phenylurea). Product: C(C1=CC=CC=C1)ON(C(=O)NC1=CC=CC=C1)C(CC)C (1-benzyloxy-1-(1-methylpropyl)-3-phenylurea). The yield is 36.7%. Reaction SMILES: Br[CH:2]([CH2:4][CH3:5])[CH3:3].[CH2:6]([O:13][NH:14][C:15]([NH:17][C:18]1[CH:23]=[CH:22][CH:21]=[CH:20][CH:19]=1)=[O:16])[C:7]1[CH:12]=[CH:11][CH:10]=[CH:9][CH:8]=1>>[CH2:6]([O:13][N:14]([CH:2]([CH3:3])[CH2:4][CH3:5])[C:15]([NH:17][C:18]1[CH:23]=[CH:22][CH:21]=[CH:20][CH:19]=1)=[O:16])[C:7]1[CH:8]=[CH:9][CH:10]=[CH:11][CH:12]=1. Reported procedure: Using the general method of Compound 42 Part B, 2-bromobutane (2.37 mL, 21.7 mmole) was reacted with 1-benzyloxy-3-phenylurea (4.87 g, 20.1 mmole) to provide 2.2 g of 1-benzyloxy-1-(1-methylpropyl)-3-phenylurea. The reactants are ice, S(=O)(Cl)Cl (Thionyl chloride), O1CCN(CC1)C1=C(C(=NC=C1)CO)Cl (4 -morpholino-3 -chloro-2 -hydroxymethylpyridine). Solvent: C(Cl)(Cl)Cl (chloroform), C(Cl)(Cl)Cl (chloroform). Reaction conditions: time 1.5 hour. The product is Cl.O1CCN(CC1)C1=C(C(=NC=C1)CCl)Cl (4 -morpholino-3 -chloro-2 -chloromethylpyridine hydrochloride). RXN SMILES: S(Cl)([Cl:3])=O.[O:5]1[CH2:10][CH2:9][N:8]([C:11]2[CH:16]=[CH:15][N:14]=[C:13]([CH2:17]O)[C:12]=2[Cl:19])[CH2:7][CH2:6]1>C(Cl)(Cl)Cl>[ClH:3].[O:5]1[CH2:10][CH2:9][N:8]([C:11]2[CH:16]=[CH:15][N:14]=[C:13]([CH2:17][Cl:3])[C:12]=2[Cl:19])[CH2:7][CH2:6]1 |f:3.4|. Reported procedure: Thionyl chloride (3 ml) in chloroform (25 ml) was added dropwise to a solution of 4 -morpholino-3 -chloro-2 -hydroxymethylpyridine (3.09 g) in chloroform (25 ml) cooled in an ice/salt bath. Following the addition the ice bath was removed and the mixture stirred for a further 1.5 hours. The volume of the solution was reduced and ether added to give 4 -morpholino-3 -chloro-2 -chloromethylpyridine hydrochloride, 3.77 g, m.p. 200°-2°. Reactants: C(C1=CC=CC=C1)(=O)OC[C@H]1OC([C@](C1(C)OC(C)=O)(C)F)N1C2=NC=NC(=C2N=C1)Cl (((2R,4R)-3-acetoxy-5-(6-chloro-9H-purin-9-yl)-4-fluoro-3,4-dimethyl-tetrahydrofuran-2-yl)methyl benzoate), N1CCOCC1 (morpholine), O (water). The solvent is C(C)O (ethanol). Conditions: time 15 hour. Product: C(C1=CC=CC=C1)(=O)OC[C@H]1OC([C@](C1(C)OC(C)=O)(C)F)N1C2=NC=NC(=C2N=C1)N1CCOCC1 (((2R,4R)-3-acetoxy-4-fluoro-3,4-dimethyl-5-(6-morpholino-9H-purin-9-yl)-tetrahydrofuran-2-yl)methyl benzoate). Yield: 30.0%. As a reaction SMILES: [C:1]([O:9][CH2:10][C@@H:11]1[C:15]([O:17][C:18](=[O:20])[CH3:19])([CH3:16])[C@:14]([F:22])([CH3:21])[CH:13]([N:23]2[CH:31]=[N:30][C:29]3[C:24]2=[N:25][CH:26]=[N:27][C:28]=3Cl)[O:12]1)(=[O:8])[C:2]1[CH:7]=[CH:6][CH:5]=[CH:4][CH:3]=1.[NH:33]1[CH2:38][CH2:37][O:36][CH2:35][CH2:34]1.O>C(O)C>[C:1]([O:9][CH2:10][C@@H:11]1[C:15]([O:17][C:18](=[O:20])[CH3:19])([CH3:16])[C@:14]([F:22])([CH3:21])[CH:13]([N:23]2[CH:31]=[N:30][C:29]3[C:24]2=[N:25][CH:26]=[N:27][C:28]=3[N:33]2[CH2:38][CH2:37][O:36][CH2:35][CH2:34]2)[O:12]1)(=[O:8])[C:2]1[CH:7]=[CH:6][CH:5]=[CH:4][CH:3]=1. Procedure: To a stirred solution of ((2R,4R)-3-acetoxy-5-(6-chloro-9H-purin-9-yl)-4-fluoro-3,4-dimethyl-tetrahydrofuran-2-yl)methyl benzoate (about 0.3 g, 0.64 mmol) in ethanol (about 5 ml) was added morpholine (about 0.56 ml, 6.49 mmol) and stirred at room temperature for about 15 hours. Completion of the reaction mixture monitored by thin-layer chromatography, water added to the reaction mixture and the aqueous layer was extracted with ethyl acetate and the combined organic layers were washed with brine ... Reaction SMILES: [NH2:1][C:2]1[CH2:3][C:4]([C:21](OCC)=[O:22])=[CH:5][C:6]2[CH:12]=[CH:11][C:10]([O:13][CH2:14]C3C=CC=CC=3)=[CH:9][C:7]=2[N:8]=1.[CH2:26]([NH:29][CH2:30][CH2:31][CH3:32])[CH2:27][CH3:28].[C:33]([O:37][C:38]([NH:40][C:41]1[CH2:42][C:43]([C:65]([O:67][CH2:68][CH3:69])=[O:66])=[CH:44][C:45]2[CH:51]=[CH:50][C:49]([C:52]3[CH:57]=[CH:56][C:55]([C:58]([N:60]4[CH2:64][CH2:63][CH2:62][CH2:61]4)=[O:59])=[CH:54][CH:53]=3)=[CH:48][C:46]=2[N:47]=1)=[O:39])([CH3:36])([CH3:35])[CH3:34].NC1CC(C(OCC)=O)=CC2C=CC(C3C=CC(C(N4CCCC4)=O)=CC=3)=CC=2N=1.CC(OC(OC(OC(C)(C)C)=O)=O)(C)C>C(Cl)Cl>[NH2:1][C:2]1[CH2:3][C:4]([C:21]([N:29]([CH2:30][CH2:31][CH3:32])[CH2:26][CH2:27][CH3:28])=[O:22])=[CH:5][C:6]2[CH:12]=[CH:11][C:10]([O:13][CH2:14][C:45]3[CH:51]=[CH:50][CH:49]=[CH:48][CH:46]=3)=[CH:9][C:7]=2[N:8]=1.[C:33]([O:37][C:38]([NH:40][C:41]1[CH2:42][C:43]([C:65]([O:67][CH2:68][CH3:69])=[O:66])=[CH:44][C:45]2[CH:51]=[CH:50][C:49]([C:52]3[CH:57]=[CH:56][C:55]([C:58]([N:60]4[CH2:64][CH2:63][CH2:62][CH2:61]4)=[O:59])=[CH:54][CH:53]=3)=[CH:48][C:46]=2[N:47]=1)=[O:39])([CH3:36])([CH3:35])[CH3:34]. Run in C(Cl)Cl (CH2Cl2). Reaction conditions: time 3 day. Reported procedure: The title compound was prepared by these procedures using (1E,4E)-ethyl 2-amino-8-(benzyloxy)-3H-benzo[b]azepine-4-carboxylate and dipropylamine. Preparation of (1E,4E)-ethyl 2-(tert-butoxycarbonylamino)-8-(4-(pyrrolidine-1-carbonyl)phenyl)-3H-benzo[b]azepine-4-carboxylate: To a mixture of (1E,4E)-ethyl 2-amino-8-(4-(pyrrolidine-1-carbonyl)phenyl)-3H-benzo[b]azepine-4-carboxylate (9.60 g, 23.8 mmol) in CH2Cl2 (100 mL) was added Boc2O (5.97 mg, 27.4 mmol) at room temperature. The reaction mixture... The reactants are C(C)(C)(C)OC(=O)N/C=1/C\C(=C/C2=C(\N1)C=C(C=C2)C2=CC=C(C=C2)C(=O)N2CCCC2)\C(=O)OCC ((1E,4E)-ethyl 2-(tert-butoxycarbonylamino)-8-(4-(pyrrolidine-1-carbonyl)phenyl)-3H-benzo[b]azepine-4-carboxylate), N/C=1/C\C(=C/C2=C(\N1)C=C(C=C2)C2=CC=C(C=C2)C(=O)N2CCCC2)\C(=O)OCC ((1E,4E)-ethyl 2-amino-8-(4-(pyrrolidine-1-carbonyl)phenyl)-3H-benzo[b]azepine-4-carboxylate), N/C=1/C\C(=C/C2=C(\N1)C=C(C=C2)OCC2=CC=CC=C2)\C(=O)OCC ((1E,4E)-ethyl 2-amino-8-(benzyloxy)-3H-benzo[b]azepine-4-carboxylate), C(CC)NCCC (dipropylamine), CC(C)(C)OC(=O)OC(=O)OC(C)(C)C (Boc2O). The product is N/C=1/C\C(=C/C2=C(\N1)C=C(C=C2)OCC2=CC=CC=C2)\C(=O)N(CCC)CCC ((1E,4E)-2-amino-8-(benzyloxy)-N,N-dipropyl-3H-benzo[b]azepine-4-carboxamide), C(C)(C)(C)OC(=O)N/C=1/C\C(=C/C2=C(\N1)C=C(C=C2)C2=CC=C(C=C2)C(=O)N2CCCC2)\C(=O)OCC ((1E,4E)-ethyl 2-(tert-butoxycarbonylamino)-8-(4-(pyrrolidine-1-carbonyl)phenyl)-3H-benzo[b]azepine-4-carboxylate).